describe an organic reaction: reactants, conditions, products, and yield From a dataset of the Open Reaction Database (ORD), a public repository of structured organic reaction records. Starting materials: N[C@@H](CC(=O)O)C(=O)O (L-aspartic acid), C(C1=CC=CC=C1)O (benzyl alcohol), O.C1(=CC=C(C=C1)S(=O)(=O)O)C (p-toluenesulfonic acid monohydrate), C1=CC=CC=C1 (benzene), C1=CC=CC=C1 (benzene). The solvent is C1(=CC=CC=C1)C (toluene), ClC(=C(Cl)Cl)Cl (tetrachloroethylene), O (water). Product: C1(=CC=C(C=C1)S(=O)(=O)O)C.N[C@@H](CC(=O)OCC1=CC=CC=C1)C(=O)OCC1=CC=CC=C1 (L-Aspartic acid, dibenzyl ester p-toluenesulfonate). Reaction SMILES: [NH2:1][C@H:2]([C:7]([OH:9])=[O:8])[CH2:3][C:4]([OH:6])=[O:5].[CH2:10](O)[C:11]1[CH:16]=[CH:15][CH:14]=[CH:13][CH:12]=1.O.[C:19]1([CH3:29])[CH:24]=[CH:23][C:22]([S:25]([OH:28])(=[O:27])=[O:26])=[CH:21][CH:20]=1.C1C=CC=CC=1>O.ClC(Cl)=C(Cl)Cl.C1(C)C=CC=CC=1>[C:19]1([CH3:29])[CH:20]=[CH:21][C:22]([S:25]([OH:28])(=[O:26])=[O:27])=[CH:23][CH:24]=1.[NH2:1][C@H:2]([C:7]([O:9][CH2:29][C:19]1[CH:24]=[CH:23][CH:22]=[CH:21][CH:20]=1)=[O:8])[CH2:3][C:4]([O:6][CH2:10][C:11]1[CH:16]=[CH:15][CH:14]=[CH:13][CH:12]=1)=[O:5] |f:2.3,8.9|. Reported procedure: A stirred mixture of L-aspartic acid (133 g.; 1.00 mole), benzyl alcohol (650 g.; 6.00 moles), p-toluenesulfonic acid monohydrate (194 g.; 1.02 moles), and dry benzene (400 ml.) was heated at reflux for 6.5 hours. Although benzene has been used, it is within the scope of the invention to employ other solvents such as, for example, toluene and tetrachloroethylene. The water formed in the reaction (46 ml.) was removed by means of a Dean-Stark trap. The resulting solution was cooled to room tempera...